describe an organic reaction: reactants, conditions, products, and yield From a dataset of the Open Reaction Database (ORD), a public repository of structured organic reaction records. Starting materials: CCn1ncc2c([N+](=O)[O-])cc(C(=O)OC)cc21, CO, O. Yields the product CCn1ncc2c(N)cc(C(=O)OC)cc21. As a reaction SMILES: [CH2:1]([CH3:2])[n:3]1[n:4][cH:5][c:6]2[c:7]([N+:16]([O-:17])=[O:18])[cH:8][c:9]([C:12](=[O:13])[O:14][CH3:15])[cH:10][c:11]12.[CH3:19][OH:20].[OH2:21]>>[CH2:1]([CH3:2])[n:3]1[n:4][cH:5][c:6]2[c:7]([NH2:16])[cH:8][c:9]([C:12](=[O:13])[O:14][CH3:15])[cH:10][c:11]12. Starting materials: COC(C(C(C=CC1=CC=C(C=C1)Cl)=O)=CNCC)=O (2-(ethylaminomethylene)-5-(4-chlorophenyl)-3-oxo-4-pentenoic acid methyl ester). Run in CN(C=O)C (dimethylformamide). Yields the product COC(C1=CN(C(CC1=O)C1=CC=C(C=C1)Cl)CC)=O (1-ethyl-6-(4-chlorophenyl)-4-oxo-1,4,5,6-tetrahydronicotinic acid methyl ester). As a reaction SMILES: [CH3:1][O:2][C:3](=[O:20])[C:4](=[CH:16][NH:17][CH2:18][CH3:19])[C:5](=[O:15])[CH:6]=[CH:7][C:8]1[CH:13]=[CH:12][C:11]([Cl:14])=[CH:10][CH:9]=1>CN(C)C=O>[CH3:1][O:2][C:3](=[O:20])[C:4]1[C:5](=[O:15])[CH2:6][CH:7]([C:8]2[CH:13]=[CH:12][C:11]([Cl:14])=[CH:10][CH:9]=2)[N:17]([CH2:18][CH3:19])[CH:16]=1. Procedure details: 5.2 g. of 2-(ethylaminomethylene)-5-(4-chlorophenyl)-3-oxo-4-pentenoic acid methyl ester in 50 ml. of dimethylformamide were held at 140°-150° C. for 3 hours. After removal of the solvent, there were obtained 1-ethyl-6-(4-chlorophenyl)-4-oxo-1,4,5,6-tetrahydronicotinic acid methyl ester in the form of a uniform oily residue. Procedure details: To a stirred solution of 1-ethyl-6,7-dimethoxyisoquinolin-3-ol SLA 28136 (250 mg, 1.07 mmol) in p-cymene (11 mL) in a 100 mL round-bottomed flask equipped with a magnetic stirrer was added 3-(chloromethyl)-6-methoxy-N-propylquinolin-2-amine hydrochloride SLA 28178 (323 mg, 1.07 mmol) at RT followed by a 2 N aq. LiOH solution (1.07 mL, 2.14 mmol) and the mixture was stirred at 150° C. for 1 h before addition of a new portion of SLA 28178 (323 mg, 1.07 mmol, done 3 times). After cooling to RT, the... Solvent: C(Cl)Cl (CH2Cl2), CC=1C=CC(=CC1)C(C)C (p-cymene). Starting materials: [Li+].[OH-] (LiOH), C(C)C1=NC(=CC2=CC(=C(C=C12)OC)OC)O (1-ethyl-6,7-dimethoxyisoquinolin-3-ol), C(C)C1=NC(=CC2=CC(=C(C=C12)OC)OC)O (1-Ethyl-6,7-dimethoxyisoquinolin-3-ol), Cl.ClCC=1C(=NC2=CC=C(C=C2C1)OC)NCCC (3-(chloromethyl)-6-methoxy-N-propylquinolin-2-amine hydrochloride), Cl.ClCC=1C(=NC2=CC=C(C=C2C1)OC)NCCC (3-(Chloromethyl)-6-methoxy-N-propylquinolin-2-amine hydrochloride). As a reaction SMILES: [CH2:1]([C:3]1[C:12]2[C:7](=[CH:8][C:9]([O:15][CH3:16])=[C:10]([O:13][CH3:14])[CH:11]=2)[CH:6]=[C:5]([OH:17])[N:4]=1)[CH3:2].[ClH:18].[Cl:19][CH2:20][C:21]1[C:22]([NH:33][CH2:34][CH2:35][CH3:36])=[N:23][C:24]2[C:29]([CH:30]=1)=[CH:28][C:27]([O:31][CH3:32])=[CH:26][CH:25]=2.[Li+].[OH-]>CC1C=CC(C(C)C)=CC=1.C(Cl)Cl>[ClH:19].[ClH:18].[CH2:1]([C:3]1[C:12]2[C:7](=[CH:8][C:9]([O:15][CH3:16])=[C:10]([O:13][CH3:14])[CH:11]=2)[C:6]([CH2:20][C:21]2[C:22]([NH:33][CH2:34][CH2:35][CH3:36])=[N:23][C:24]3[C:29]([CH:30]=2)=[CH:28][C:27]([O:31][CH3:32])=[CH:26][CH:25]=3)=[C:5]([OH:17])[N:4]=1)[CH3:2] |f:1.2,3.4,7.8.9|. Yields the product Cl.Cl.C(C)C1=NC(=C(C2=CC(=C(C=C12)OC)OC)CC=1C(=NC2=CC=C(C=C2C1)OC)NCCC)O (1-ethyl-6,7-dimethoxy-4-((6-methoxy-2-(propylamino)quinolin-3-yl)methyl)isoquinolin-3-ol dihydrochloride). Isolated yield 10.0%. Conditions: temperature 150 celsius, time 1 hour. Starting materials: C(C)(C)(C)OC(NC1(CCC1)C1=CC=C(C=C1)C=1N=C2N(C=CC(=C2)C=C)C1C1=CC=CC=C1)=O ({1-[4-(3-phenyl-7-vinyl-imidazo[1,2-a]pyridin-2-yl)-phenyl]-cyclobutyl}-carbamic acid tert-butyl ester), solution, Cl (HCl), O1CCOCC1 (dioxane). Solvent: CO (MeOH), C(Cl)Cl (CH2Cl2). Conditions: time 18 hour. The product is N (NH3), C1(=CC=CC=C1)C1=C(N=C2N1C=CC(=C2)C=C)C2=CC=C(C=C2)C2(CCC2)N (1-[4-(3-phenyl-7-vinyl-imidazo[1,2-a]pyridin-2-yl)-phenyl]-cyclobutylamine). Isolated yield 22.5%. Reaction SMILES: C(OC(=O)[NH:7][C:8]1([C:12]2[CH:17]=[CH:16][C:15]([C:18]3[N:19]=[C:20]4[CH:25]=[C:24]([CH:26]=[CH2:27])[CH:23]=[CH:22][N:21]4[C:28]=3[C:29]3[CH:34]=[CH:33][CH:32]=[CH:31][CH:30]=3)=[CH:14][CH:13]=2)[CH2:11][CH2:10][CH2:9]1)(C)(C)C.Cl.O1CCOCC1>CO.C(Cl)Cl>[NH3:7].[C:29]1([C:28]2[N:21]3[CH:22]=[CH:23][C:24]([CH:26]=[CH2:27])=[CH:25][C:20]3=[N:19][C:18]=2[C:15]2[CH:14]=[CH:13][C:12]([C:8]3([NH2:7])[CH2:9][CH2:10][CH2:11]3)=[CH:17][CH:16]=2)[CH:30]=[CH:31][CH:32]=[CH:33][CH:34]=1. Procedure: To a solution of {1-[4-(3-phenyl-7-vinyl-imidazo[1,2-a]pyridin-2-yl)-phenyl]-cyclobutyl}-carbamic acid tert-butyl ester (77 mg, 0.17 mmol) in MeOH (0.7 mL) and CH2Cl2 (1.1 mL) was added a 4 molar solution of HCl in dioxane (0.8 mL, 3.3 mmol, 20 equiv) and the resulting solution was stirred at room temperature for 18 h with monitoring by UPLC-MS. The resulting material was concentrated under reduced pressure. The remaining material (82 mg) was purified using MPLC (Isolute Flash NH2 reverse phase ... Starting materials: O=C(Nc1cc2ccccc2c(Br)n1)C1(c2ccc3c(c2)OC(F)(F)O3)CC1, O=C([O-])[O-], COc1ccc(B(O)O)cn1, COCCOC, [K+], [K+]. The product is COc1ccc(-c2nc(NC(=O)C3(c4ccc5c(c4)OC(F)(F)O5)CC3)cc3ccccc23)cn1. Reaction SMILES: [Br:1][c:2]1[n:3][c:4]([NH:12][C:13](=[O:14])[C:15]2([c:18]3[cH:19][c:20]4[c:21]([cH:27][cH:28]3)[O:22][C:23]([F:25])([F:26])[O:24]4)[CH2:16][CH2:17]2)[cH:5][c:6]2[cH:7][cH:8][cH:9][cH:10][c:11]12.[C:40](=[O:41])([O-:42])[O-:43].[CH3:29][O:30][c:31]1[cH:32][cH:33][c:34]([B:37]([OH:38])[OH:39])[cH:35][n:36]1.[CH3:46][O:47][CH2:48][CH2:49][O:50][CH3:51].[K+:44].[K+:45]>>[c:2]1(-[c:34]2[cH:33][cH:32][c:31]([O:30][CH3:29])[n:36][cH:35]2)[n:3][c:4]([NH:12][C:13](=[O:14])[C:15]2([c:18]3[cH:19][c:20]4[c:21]([cH:27][cH:28]3)[O:22][C:23]([F:25])([F:26])[O:24]4)[CH2:16][CH2:17]2)[cH:5][c:6]2[cH:7][cH:8][cH:9][cH:10][c:11]12. Reactants: C1(=CC=CC2=CC=CC=C12)O (1-naphthol), Cl.ClCCN1CCOCC1 (N-(2-chloroethyl)morpholine hydrochloride), [OH-].[Na+] (sodium hydroxide). Run in C(C)O (ethanol). Conditions: time 3 hour. Yields the product C1(=CC=CC2=CC=CC=C12)OCCN1CCOCC1 (4-(2-([1]-naphthyloxy)ethyl)morpholine). RXN SMILES: [C:1]1([OH:11])[C:10]2[C:5](=[CH:6][CH:7]=[CH:8][CH:9]=2)[CH:4]=[CH:3][CH:2]=1.Cl.Cl[CH2:14][CH2:15][N:16]1[CH2:21][CH2:20][O:19][CH2:18][CH2:17]1.[OH-].[Na+]>C(O)C>[C:1]1([O:11][CH2:14][CH2:15][N:16]2[CH2:21][CH2:20][O:19][CH2:18][CH2:17]2)[C:10]2[C:5](=[CH:6][CH:7]=[CH:8][CH:9]=2)[CH:4]=[CH:3][CH:2]=1 |f:1.2,3.4|. Procedure: 441 g of 1-naphthol and 648 g of N-(2-chloroethyl)morpholine hydrochloride are initially charged in 2680 ml of ethanol at 50° C. 554 g of 50% aqueous sodium hydroxide are added dropwise within 3 h. Stirring is then continued at 50° C. for 3 h and then for 1 h under reflux.